Dataset: the Open Reaction Database (ORD), a public repository of structured organic reaction records. Task: describe an organic reaction: reactants, conditions, products, and yield Reactants: CC(C)(C)O, CCOc1cccc(C(=O)c2ncc(C=O)c3cc(OC(C)C)c(OC)cc23)c1, CC=C(C)C, [O-][Cl+][O-], [Na+], [Na+], O, O, O=P([O-])(O)O. Yields the product CCOc1cccc(C(=O)c2ncc(C(=O)O)c3cc(OC(C)C)c(OC)cc23)c1. Reaction SMILES: [C:46]([OH:47])([CH3:48])([CH3:49])[CH3:50].[CH2:1]([CH3:2])[O:3][c:4]1[cH:5][c:6]([C:7](=[O:8])[c:9]2[n:10][cH:11][c:12]([CH:25]=[O:26])[c:13]3[cH:14][c:15]([O:21][CH:22]([CH3:23])[CH3:24])[c:16]([O:19][CH3:20])[cH:17][c:18]23)[cH:27][cH:28][cH:29]1.[CH3:37][C:38](=[CH:39][CH3:40])[CH3:41].[Cl+:42]([O-:43])[O-:44].[Na+:36].[Na+:45].[OH2:30].[OH2:51].[P:31](=[O:32])([O-:33])([OH:34])[OH:35]>>[CH2:1]([CH3:2])[O:3][c:4]1[cH:5][c:6]([C:7](=[O:8])[c:9]2[n:10][cH:11][c:12]([C:25](=[O:26])[OH:32])[c:13]3[cH:14][c:15]([O:21][CH:22]([CH3:23])[CH3:24])[c:16]([O:19][CH3:20])[cH:17][c:18]23)[cH:27][cH:28][cH:29]1. Starting materials: [Li+].C[Si](C)(C)[N-][Si](C)(C)C (LiHMDS), CI (MeI), C(C)(C)(C)OC(=O)N1CC2(C(NN=C2C2=CC=CC=C2)=O)CCC1 (4-Oxo-1-phenyl-2,3,7-triaza-spiro[4.5]dec-1-ene-7-carboxylic acid tert-butyl ester). The solvent is C1CCOC1 (THF), C1CCOC1 (THF), CCOC(=O)C (EtOAc), C1CCOC1 (THF). The product is C(C)(C)(C)OC(=O)N1CC2(C(N(N=C2C2=CC=CC=C2)C)=O)CCC1 (3-Methyl-4-oxo-1-phenyl-2,3,7-triaza-spiro[4.5]dec-1-ene-7-carboxylic acid tert-butyl ester). As a reaction SMILES: [C:1]([O:5][C:6]([N:8]1[CH2:24][CH2:23][CH2:22][C:10]2([C:14]([C:15]3[CH:20]=[CH:19][CH:18]=[CH:17][CH:16]=3)=[N:13][NH:12][C:11]2=[O:21])[CH2:9]1)=[O:7])([CH3:4])([CH3:3])[CH3:2].[Li+].[CH3:26][Si]([N-][Si](C)(C)C)(C)C.CI>C1COCC1.CCOC(C)=O>[C:1]([O:5][C:6]([N:8]1[CH2:24][CH2:23][CH2:22][C:10]2([C:14]([C:15]3[CH:20]=[CH:19][CH:18]=[CH:17][CH:16]=3)=[N:13][N:12]([CH3:26])[C:11]2=[O:21])[CH2:9]1)=[O:7])([CH3:4])([CH3:2])[CH3:3] |f:1.2|. Procedure details: To a solution of racemic mixture of 4-Oxo-1-phenyl-2,3,7-triaza-spiro[4.5]dec-1-ene-7-carboxylic acid tert-butyl ester (150 mg, 0.45 mmol) in THF (3 ml) under nitrogen at −78° C. was added 1M LiHMDS solution in THF (0.55 ml, 0.55 mol). The reaction mixture was allowed to warm to RT for 30 mins before cooling back to −78° C. and adding 2M MeI in THF solution (0.45 ml, 0.9 mmol). The reaction mixture was left to warm to RT overnight. The mixture was diluted with EtOAc (10 ml) and washed with brine... Starting materials: NC1=C(C(=O)OC2CCN(CC2)CC2=CC=CC=C2)C=CC(=C1)Cl (1-benzyl-piperidin-4-yl 2-amino-4-chloro-benzoate). The solvent is CCOCC (ether). Reaction conditions: time 2 hour. Product: Cl.NC1=C(C(=O)OC2CCN(CC2)CC2=CC=CC=C2)C=CC(=C1)Cl (1-benzyl-piperidin-4-yl 2-amino-4-chloro-benzoate hydrochloride). Isolated yield 82.0%. RXN SMILES: [NH2:1][C:2]1[CH:23]=[C:22]([Cl:24])[CH:21]=[CH:20][C:3]=1[C:4]([O:6][CH:7]1[CH2:12][CH2:11][N:10]([CH2:13][C:14]2[CH:19]=[CH:18][CH:17]=[CH:16][CH:15]=2)[CH2:9][CH2:8]1)=[O:5]>CCOCC>[ClH:24].[NH2:1][C:2]1[CH:23]=[C:22]([Cl:24])[CH:21]=[CH:20][C:3]=1[C:4]([O:6][CH:7]1[CH2:12][CH2:11][N:10]([CH2:13][C:14]2[CH:19]=[CH:18][CH:17]=[CH:16][CH:15]=2)[CH2:9][CH2:8]1)=[O:5] |f:2.3|. Procedure details: 0.11 g (0.00032 mol) of 1-benzyl-piperidin-4-yl 2-amino-4-chloro-benzoate was dissolved in 10 ml of ether, filtered, diluted with 1 ml of methanol and treated with 1 ml of 1N ethereal HCI. The mixture was stirred for 2 hrs. The separated precipitate was filtered off and dried in a high vacuum. 0.05 g (41%) of 1-benzyl-piperidin-4-yl 2-amino-4-chloro-benzoate hydrochloride (1:1) was obtained as white crystals; m.p. 135°-137°. Starting materials: BrC1=CC=C(C(C(=O)O)=C1)O (5-bromosalicylic acid), NC=1SC(=C(N1)C1=CC=CC=C1)C1=CC=CC=C1 (2-amino-4,5-diphenylthiazole), raw materials. Yields the product BrC=1C=CC(=C(C(=O)NC=2SC(=C(N2)C2=CC=CC=C2)C2=CC=CC=C2)C1)O (5-Bromo-N-(4,5-diphenylthiazol-2-yl)-2-hydroxybenzamide). As a reaction SMILES: [Br:1][C:2]1[CH:10]=[C:6]([C:7]([OH:9])=O)[C:5]([OH:11])=[CH:4][CH:3]=1.[NH2:12][C:13]1[S:14][C:15]([C:24]2[CH:29]=[CH:28][CH:27]=[CH:26][CH:25]=2)=[C:16]([C:18]2[CH:23]=[CH:22][CH:21]=[CH:20][CH:19]=2)[N:17]=1>>[Br:1][C:2]1[CH:3]=[CH:4][C:5]([OH:11])=[C:6]([CH:10]=1)[C:7]([NH:12][C:13]1[S:14][C:15]([C:24]2[CH:25]=[CH:26][CH:27]=[CH:28][CH:29]=2)=[C:16]([C:18]2[CH:23]=[CH:22][CH:21]=[CH:20][CH:19]=2)[N:17]=1)=[O:9]. Reported procedure: Using 5-bromosalicylic acid and 2-amino-4,5-diphenylthiazole as the raw materials, the same operation as the example 195(3) gave the title compound. (2-Amino-4,5-diphenylthiazole: refer to Nihon Kagaku Zasshi, 1962, 33, 209.) Starting materials: Cl.F[C@@]12[C@H](C[C@]3([C@H]([C@@H]2C[C@@H](C2=CC(C=C[C@]12C)=O)F)C[C@H]1CNC[C@]13C(CSC)=O)C)O ((4aS,4bR,5S,6aS,6bS,9aR,10aS,10bS,12S)-4b,12-Difluoro-5-hydroxy-4a,6a-dimethyl-6b-(2-methylsulfanyl-acetyl)-4b,5,6,6a,6b,7,8,9,9a,10,10a,10b,11,12-tetradecahydro-4aH-8-aza-pentaleno[2,1-a]phenanthren-2-one hydrochloride), ClC=1C=C(CBr)C=CC1 (3-chorobenzylbromide), TEA. The solvent is C(Cl)Cl (DCM), petroleum ether, C(Cl)Cl (DCM). Yields the product ClC=1C=C(CN2C[C@@H]3C[C@@H]4[C@](C[C@@H]([C@@]5([C@]6(C=CC(C=C6[C@H](C[C@@H]45)F)=O)C)F)O)([C@@]3(C2)C(CSC)=O)C)C=CC1 ((4aS,4bR,5S,6aS,6bS,9aR,10aS,10bS,12S)-8-(3-Chloro-benzyl)-4b,12-difluoro-5-hydroxy-4a,6a-dimethyl-6b-(2-methylsulfanyl-acetyl)-4b,5,6,6a,6b,7,8,9,9a,10,10a,10b,11,12-tetradecahydro-4aH-8-aza-pentaleno[2,1-a]phenanthren-2-one). Yield: 29.6%. As a reaction SMILES: Cl.[F:2][C@@:3]12[C@:16]3([CH3:17])[C:11](=[CH:12][C:13](=[O:18])[CH:14]=[CH:15]3)[C@@H:10]([F:19])[CH2:9][C@H:8]1[C@@H:7]1[CH2:20][C@@H:21]3[C@:25]([C:26](=[O:30])[CH2:27][S:28][CH3:29])([C@@:6]1([CH3:31])[CH2:5][C@@H:4]2[OH:32])[CH2:24][NH:23][CH2:22]3.[Cl:33][C:34]1[CH:35]=[C:36]([CH:39]=[CH:40][CH:41]=1)[CH2:37]Br>C(Cl)Cl>[Cl:33][C:34]1[CH:35]=[C:36]([CH:39]=[CH:40][CH:41]=1)[CH2:37][N:23]1[CH2:24][C@:25]2([C:26](=[O:30])[CH2:27][S:28][CH3:29])[C@@H:21]([CH2:20][C@H:7]3[C@H:8]4[C@@:3]([F:2])([C@:16]5([CH3:17])[C:11]([C@@H:10]([F:19])[CH2:9]4)=[CH:12][C:13](=[O:18])[CH:14]=[CH:15]5)[C@@H:4]([OH:32])[CH2:5][C@@:6]32[CH3:31])[CH2:22]1 |f:0.1|. Procedure details: A solution of compound 186 (103 mg, 0.211 mmol), 3-chorobenzylbromide (66.0 μl, 0.317 mmol) and TEA (88 μl, 0.633 mmol) in DCM (10 ml) is stirred under nitrogen at RT for 16 hours. The solution is diluted with DCM and washed with brine, dried over Na2SO4 and filtered. The solvent is evaporated and the crude is purified by silica gel chromatography (eluent: DCM/MeOH 99/1). Trituration with petroleum ether affords the title compound (36 mg, 29.6% yield). Reactants: COC=1C=C(C=O)C=CC1OC1=CC=CC=C1 (3-methoxy-4-phenoxybenzaldehyde), C(CCC)N (n-butylamine), [N+](=O)([O-])CC (nitroethane). The solvent is C1(=CC=CC=C1)C (toluene). The product is COC=1C=C(C=CC1OC1=CC=CC=C1)C=C(C)[N+](=O)[O-] (1-(3-methoxy-4-phenoxyphenyl)-2-nitropropene). Isolated yield 69.0%. As a reaction SMILES: [CH3:1][O:2][C:3]1[CH:4]=[C:5]([CH:8]=[CH:9][C:10]=1[O:11][C:12]1[CH:17]=[CH:16][CH:15]=[CH:14][CH:13]=1)[CH:6]=O.C(N)CCC.[N+:23]([CH2:26][CH3:27])([O-:25])=[O:24]>C1(C)C=CC=CC=1>[CH3:1][O:2][C:3]1[CH:4]=[C:5]([CH:6]=[C:26]([N+:23]([O-:25])=[O:24])[CH3:27])[CH:8]=[CH:9][C:10]=1[O:11][C:12]1[CH:17]=[CH:16][CH:15]=[CH:14][CH:13]=1. Procedure: 1.15 g of 3-methoxy-4-phenoxybenzaldehyde, 96 μl of n-butylamine, 10 ml of nitroethane and 5 ml of toluene were mixed and refluxed under heating for 2 hours. The reaction solution was left to cool to room temperature and then, the solvent was distilled off under reduced pressure. The residue was purified by silica gel column chromatography (hexane/ethyl acetate=20/1) to obtain 953 mg (yield: 69%) of the above identified compound as a colorless oily substance.